This data is from the Open Reaction Database (ORD), a public repository of structured organic reaction records. The task is: describe an organic reaction: reactants, conditions, products, and yield Reactants: CC(C)(C)OC(=O)N1CCNCC1, C1=CC(=CC=C1C#N)Br. The reagents and catalysts are CC(C)(C)[O-].[Na+], CC(C)C1=CC(=C(C(=C1)C(C)C)C2=CC=CC=C2P(C3CCCCC3)C4CCCCC4)C(C)C, CC(=O)O.CC(=O)O.[Pd]. The solvent is C1CCOC1. Reaction conditions: temperature 120 celsius. Product: CC(C)(C)OC(=O)N1CCN(CC1)C2=CC=C(C=C2)C#N. The yield is 82.3%. Procedure details: To 4-bromobenzonitrile (.5 g, 2.75 mmol) dissolved in dry THF (10 mL) was added tert-butyl piperazine-1-carboxylate (0.512 g, 2.75 mmol), Sodium-t- butoxide (0.792 g, 8.24 mmol) and purged with N2 gas for 10 min followed by the addition of 2-(Dicyclohexylphosphino)-2',4',6'-tri-i-propyl-1,1'-biphenyl (0.131 g, 0.27 mmol)and Palladium II acetate (0.062 g, 0.27 mmol). The contents were further purged with N2 gas for further 10 min and heated at 85 °C for 2 h. The reaction mass was concentrated and... Reactants: 2C, C1(CC1)CCN1C(C(C2=CC=CC=C12)(C1=CC2=C(OCO2)C=C1O)O)=O (1-(2-cyclopropylethyl)-3-hydroxy-3-(6-hydroxy-1,3-benzodioxol-5-yl)-1,3-dihydro-2H-indol-2-one), OC1(C(N(C2=CC=CC=C12)CCCCC)=O)C=1C(=CC2=C(CCO2)C1)O (3-hydroxy-3-(6-hydroxy-2,3-dihydro-1-benzofuran-5-yl)-1-pentyl-1,3-dihydro-2H-indol-2-one). Yields the product OC1=CC2=C(CCO2)C=C1C1C(N(C2=CC=CC=C12)CCCCC)=O (3-(6-hydroxy-2,3-dihydro-1-benzofuran-5-yl)-1-pentyl-1,3-dihydro-2H-indol-2-one). RXN SMILES: C1(CCN2C3C(=CC=CC=3)C(O)(C3C(O)=CC4OCOC=4C=3)C2=O)CC1.O[C:28]1([C:43]2[C:44]([OH:52])=[CH:45][C:46]3[O:50][CH2:49][CH2:48][C:47]=3[CH:51]=2)[C:36]2[C:31](=[CH:32][CH:33]=[CH:34][CH:35]=2)[N:30]([CH2:37][CH2:38][CH2:39][CH2:40][CH3:41])[C:29]1=[O:42]>>[OH:52][C:44]1[C:43]([CH:28]2[C:36]3[C:31](=[CH:32][CH:33]=[CH:34][CH:35]=3)[N:30]([CH2:37][CH2:38][CH2:39][CH2:40][CH3:41])[C:29]2=[O:42])=[CH:51][C:47]2[CH2:48][CH2:49][O:50][C:46]=2[CH:45]=1. Procedure details: Following the procedure as described in PREPARATION 2C, and making non-critical variations to replace 1-(2-cyclopropylethyl)-3-hydroxy-3-(6-hydroxy-1,3-benzodioxol-5-yl)-1,3-dihydro-2H-indol-2-one with 3-hydroxy-3-(6-hydroxy-2,3-dihydro-1-benzofuran-5-yl)-1-pentyl-1,3-dihydro-2H-indol-2-one, the title compound was obtained (76%): MS (ES+) m/z 338.3 (M+1). Starting materials: N1=NN(C2=NC=CC=C21)OC(=O)C2=C(NC(=C2C)\C=C\2/C(NC1=CC=C(C=C21)S(=O)(=O)CC2=C(C=CC=C2Cl)Cl)=O)C (5-[5-(2,6-dichloro-phenylmethanesulfonyl)-2-oxo-1,2-dihydro-indol-(3Z)-ylidenemethyl]-2,4-dimethyl-1H-pyrrole-3-carboxylic acid [1,2,3]triazolo[4,5-b]pyridin-3-yl ester), CCN(C(C)C)C(C)C (DIPEA), OC(=O)C(F)(F)F.CN1CCC(CC1)CN (C-(1-methyl-piperidin-4-yl)-methylamine TFA salt). Run in CN(C)C=O (DMF). Yields the product CN1CCC(CC1)CNC(=O)C1=C(NC(=C1C)\C=C\1/C(NC2=CC=C(C=C12)S(=O)(=O)CC1=C(C=CC=C1Cl)Cl)=O)C (5-[5-(2,6-Dichloro-phenylmethanesulfonyl)-2-oxo-1,2-dihydro-indol-(3Z)-ylidenemethyl]-2,4-dimethyl-1H-pyrrole-3-carboxylic acid (1-Methyl-piperidin-4-ylmethyl)-amide). Reaction SMILES: N1C2C(=NC=CC=2)N(O[C:11]([C:13]2[C:17]([CH3:18])=[C:16](/[CH:19]=[C:20]3\[C:21](=[O:41])[NH:22][C:23]4[C:28]\3=[CH:27][C:26]([S:29]([CH2:32][C:33]3[C:38]([Cl:39])=[CH:37][CH:36]=[CH:35][C:34]=3[Cl:40])(=[O:31])=[O:30])=[CH:25][CH:24]=4)[NH:15][C:14]=2[CH3:42])=[O:12])N=1.CCN(C(C)C)C(C)C.OC(C(F)(F)F)=O.[CH3:59][N:60]1[CH2:65][CH2:64][CH:63]([CH2:66][NH2:67])[CH2:62][CH2:61]1>CN(C=O)C>[CH3:59][N:60]1[CH2:65][CH2:64][CH:63]([CH2:66][NH:67][C:11]([C:13]2[C:17]([CH3:18])=[C:16](/[CH:19]=[C:20]3\[C:21](=[O:41])[NH:22][C:23]4[C:28]\3=[CH:27][C:26]([S:29]([CH2:32][C:33]3[C:38]([Cl:39])=[CH:37][CH:36]=[CH:35][C:34]=3[Cl:40])(=[O:30])=[O:31])=[CH:25][CH:24]=4)[NH:15][C:14]=2[CH3:42])=[O:12])[CH2:62][CH2:61]1 |f:2.3|. Procedure details: To a solution of 5-[5-(2,6-dichloro-phenylmethanesulfonyl)-2-oxo-1,2-dihydro-indol-(3Z)-ylidenemethyl]-2,4-dimethyl-1H-pyrrole-3-carboxylic acid [1,2,3]triazolo[4,5-b]pyridin-3-yl ester (300 mg, 0.48 mmol), DIPEA (136 mg, 2.2 eq.) and C-(1-methyl-piperidin-4-yl)-methylamine TFA salt (186 mg, 1.1 eq.) in DMF (5 mL) was stirred at rt for 72 hours. The reaction was concentrated, diluted with DCM, washed with sat.NaHCO3 and water, concentrated and purified on a silica gel column to give the titled c... Starting materials: CC(C)(C)c1cccc(C=O)c1O, CCCI, [K+], [K+], O=C([O-])[O-], CN(C)C=O, O. Yields the product CCCOc1c(C=O)cccc1C(C)(C)C. As a reaction SMILES: [C:1]([CH3:2])([CH3:3])([CH3:4])[c:5]1[c:6]([OH:13])[c:7]([CH:8]=[O:9])[cH:10][cH:11][cH:12]1.[I:20][CH2:21][CH2:22][CH3:23].[K+:14].[K+:15].[O-:16][C:17]([O-:18])=[O:19].[O:24]=[CH:25][N:26]([CH3:27])[CH3:28].[OH2:29]>>[C:1]([CH3:2])([CH3:3])([CH3:4])[c:5]1[c:6]([O:13][CH2:21][CH2:22][CH3:23])[c:7]([CH:8]=[O:9])[cH:10][cH:11][cH:12]1. Starting materials: C[Al](C)C, COC(=O)c1ccc(C2OCC(SC(C)C(O)(Cn3cncn3)c3ccc(F)cc3F)CO2)cc1, N#Cc1ccc(N)cc1Cl. Product: CC(SC1COC(c2ccc(C(=O)Nc3ccc(C#N)c(Cl)c3)cc2)OC1)C(O)(Cn1cncn1)c1ccc(F)cc1F. RXN SMILES: [CH3:11][Al:12]([CH3:13])[CH3:14].[F:15][c:16]1[c:17]([C:23]([CH:24]([CH3:25])[S:26][CH:27]2[CH2:28][O:29][CH:30]([c:33]3[cH:34][cH:35][c:36]([C:37](=[O:38])[O:39][CH3:40])[cH:41][cH:42]3)[O:31][CH2:32]2)([CH2:43][n:44]2[n:45][cH:46][n:47][cH:48]2)[OH:49])[cH:18][cH:19][c:20]([F:22])[cH:21]1.[NH2:1][c:2]1[cH:3][c:4]([Cl:10])[c:5]([C:6]#[N:7])[cH:8][cH:9]1>>[NH:1]([c:2]1[cH:3][c:4]([Cl:10])[c:5]([C:6]#[N:7])[cH:8][cH:9]1)[C:37]([c:36]1[cH:35][cH:34][c:33]([CH:30]2[O:29][CH2:28][CH:27]([S:26][CH:24]([C:23]([c:17]3[c:16]([F:15])[cH:21][c:20]([F:22])[cH:19][cH:18]3)([CH2:43][n:44]3[n:45][cH:46][n:47][cH:48]3)[OH:49])[CH3:25])[CH2:32][O:31]2)[cH:42][cH:41]1)=[O:38].